Dataset: the Open Reaction Database (ORD), a public repository of structured organic reaction records. Task: describe an organic reaction: reactants, conditions, products, and yield The reactants are IC=1N=CNC1 (4-iodo-1H-imidazole), O (Water), BrCCCCl (1-bromo-3-chloropropane), [H-].[Na+] (sodium hydride). Run in O1CCCC1 (tetrahydrofuran). Conditions: temperature 0 celsius, time 20 minute. Product: ClCCCN1C=NC(=C1)I (1-(3-Chloropropyl)-4-iodo-1H-imidazole). The yield is 48.5%. Reaction SMILES: [I:1][C:2]1[N:3]=[CH:4][NH:5][CH:6]=1.[H-].[Na+].Br[CH2:10][CH2:11][CH2:12][Cl:13].O>O1CCCC1>[Cl:13][CH2:12][CH2:11][CH2:10][N:5]1[CH:6]=[C:2]([I:1])[N:3]=[CH:4]1 |f:1.2|. Procedure: To a stirred solution of 4-iodo-1H-imidazole (291, 2 g, 10.3 mmol) La) Y. He et al., Tet. Lett. 45, 2004, 5529-5532, b) Panosyan, F. B., Still, I. W. J., Can. J. Chem. 79, 2001, 1110-1114.] in dry tetrahydrofuran (40 mL) at 0° C. under nitrogen was added sodium hydride (60% in oil, 0.91 g, 22.7 mmol). The mixture was stirred for 20 min. at 0° C., 1-bromo-3-chloropropane (1.2 mL, 12.4 mmol) was added and stirring was continued for 24 h at room temperature. Water was added and the aqueous solution... Reactants: C1CCOC1, Cl, CCOC(=O)CN1C(=O)C2(CCCC2)NCC1c1cc(F)cc(F)c1, [Li+], [OH-], O. The product is O=C([O-])CN1C(=O)C2(CCCC2)NCC1c1cc(F)cc(F)c1, [Li+]. RXN SMILES: [CH2:29]1[O:30][CH2:31][CH2:32][CH2:33]1.[ClH:28].[F:1][c:2]1[cH:3][c:4]([CH:9]2[CH2:10][NH:11][C:12]3([CH2:13][CH2:14][CH2:15][CH2:16]3)[C:17](=[O:25])[N:18]2[CH2:19][C:20](=[O:21])[O:22][CH2:23][CH3:24])[cH:5][c:6]([F:8])[cH:7]1.[Li+:27].[OH-:26].[OH2:34]>>[F:1][c:2]1[cH:3][c:4]([CH:9]2[CH2:10][NH:11][C:12]3([CH2:13][CH2:14][CH2:15][CH2:16]3)[C:17](=[O:25])[N:18]2[CH2:19][C:20](=[O:21])[O-:22])[cH:5][c:6]([F:8])[cH:7]1.[Li+:27]. The reactants are O (water), [H-].[Na+] (Sodium hydride), OC1=CC=C(CN2C=C(C(=C2)C2=CC=CC=C2)CCC(=O)OCC)C=C1 (ethyl 3-[1-(4-hydroxybenzyl)-4-phenyl-3-pyrrolyl]propionate), ClCC=1N=C(SC1)C=1C=NC=CC1 (4-Chloromethyl-2-(3-pyridyl)thiazole). The solvent is CN(C=O)C (N,N-dimethylformamide). Run at time 15 minute. The product is C1(=CC=CC=C1)C=1C(=CN(C1)CC1=CC=C(C=C1)OCC=1N=C(SC1)C=1C=NC=CC1)CCC(=O)OCC (ethyl 3-[4-phenyl-1-[4-[2-(3-pyridyl)-4-thiazolylmethoxy]benzyl]-3-pyrrolyl]propionate). The yield is 83.7%. Reaction SMILES: [H-].[Na+].[OH:3][C:4]1[CH:28]=[CH:27][C:7]([CH2:8][N:9]2[CH:13]=[C:12]([C:14]3[CH:19]=[CH:18][CH:17]=[CH:16][CH:15]=3)[C:11]([CH2:20][CH2:21][C:22]([O:24][CH2:25][CH3:26])=[O:23])=[CH:10]2)=[CH:6][CH:5]=1.Cl[CH2:30][C:31]1[N:32]=[C:33]([C:36]2[CH:37]=[N:38][CH:39]=[CH:40][CH:41]=2)[S:34][CH:35]=1.O>CN(C)C=O>[C:14]1([C:12]2[C:11]([CH2:20][CH2:21][C:22]([O:24][CH2:25][CH3:26])=[O:23])=[CH:10][N:9]([CH2:8][C:7]3[CH:27]=[CH:28][C:4]([O:3][CH2:30][C:31]4[N:32]=[C:33]([C:36]5[CH:37]=[N:38][CH:39]=[CH:40][CH:41]=5)[S:34][CH:35]=4)=[CH:5][CH:6]=3)[CH:13]=2)[CH:19]=[CH:18][CH:17]=[CH:16][CH:15]=1 |f:0.1|. Procedure: Sodium hydride (60%, oily, 60.0 mg) was added to a solution of ethyl 3-[1-(4-hydroxybenzyl)-4-phenyl-3-pyrrolyl]propionate (524 mg) in N,N-dimethylformamide (10 ml) at 0° C., and the mixture was stirred at room temperature for 15 minutes. 4-Chloromethyl-2-(3-pyridyl)thiazole (316 mg) was added to the mixture, which was stirred at room temperature for 30 minutes. The reaction mixture was poured into water, which was extracted with ethyl acetate. The ethyl acetate layer was washed with saturated a... Reactants: CN, CCCn1c(C)c(-c2ccncc2)c2cc(OC(C)(C)C(=O)O)ccc21, Cl, C1COCCO1. Yields the product CCCn1c(C)c(-c2ccncc2)c2cc(OC(C)(C)C(=O)NC)ccc21. RXN SMILES: [CH3:28][NH2:29].[CH3:2][C:3]([C:4](=[O:5])[OH:6])([CH3:7])[O:8][c:9]1[cH:10][c:11]2[c:12](-[c:22]3[cH:23][cH:24][n:25][cH:26][cH:27]3)[c:13]([CH3:21])[n:14]([CH2:18][CH2:19][CH3:20])[c:15]2[cH:16][cH:17]1.[ClH:1].[O:30]1[CH2:31][CH2:32][O:33][CH2:34][CH2:35]1>>[CH3:2][C:3]([C:4](=[O:6])[NH:29][CH3:28])([CH3:7])[O:8][c:9]1[cH:10][c:11]2[c:12](-[c:22]3[cH:23][cH:24][n:25][cH:26][cH:27]3)[c:13]([CH3:21])[n:14]([CH2:18][CH2:19][CH3:20])[c:15]2[cH:16][cH:17]1. Reactants: CNC([C@@H](N)CCSC)=O ((S)-methionine mono-methylamide), CCCCC (n-pentane), C(C(C)(C)C)=O (pivalaldehyde), O (water), O (water). Yields the product CNC([C@@H](N=CC(C)(C)C)CCSC)=O ((S)-N-(2', 2'-Dimethyl-propylidene)-methionine Mono-Methylamide). RXN SMILES: [CH3:1][NH:2][C:3](=[O:10])[C@H:4]([CH2:6][CH2:7][S:8][CH3:9])[NH2:5].CCCCC.O.[CH:17](=O)[C:18]([CH3:21])([CH3:20])[CH3:19]>>[CH3:1][NH:2][C:3](=[O:10])[C@H:4]([CH2:6][CH2:7][S:8][CH3:9])[N:5]=[CH:17][C:18]([CH3:21])([CH3:20])[CH3:19]. Reported procedure: There were added to 40.0 grams (247 mmoles) of (S)-methionine mono-methylamide dissolved in 100 ml of n-pentane 27.5 ml (250 mmoles) of pivalaldehyde. The reaction mixture was boiled on the water separator until the formation of water ended (3 hours). The solvent was removed under reduced pressure and there remained behind 52.2 grams (92% of theory) of (S)-N-(2', 2'- dimethylpropylidene)-methionine mono-methylamide which was further processed without further purification. The reactants are Cl, [K+], Nc1n[nH]c2ccccc12, [OH-], O, O=S(=O)(O)O. Yields the product Nc1n[nH]c2ccc(O)cc12. As a reaction SMILES: [ClH:18].[K+:17].[NH2:1][c:2]1[n:3][nH:4][c:5]2[cH:6][cH:7][cH:8][cH:9][c:10]12.[OH-:16].[OH2:19].[S:11]([OH:12])(=[O:13])(=[O:14])[OH:15]>>[NH2:1][c:2]1[n:3][nH:4][c:5]2[cH:6][cH:7][c:8]([OH:12])[cH:9][c:10]12.